From a dataset of the Open Reaction Database (ORD), a public repository of structured organic reaction records. describe an organic reaction: reactants, conditions, products, and yield As a reaction SMILES: [C:11]([n:12]1[cH:13][cH:14][n:15][cH:16]1)([n:17]1[cH:18][cH:19][n:20][cH:21]1)=[O:22].[C:24]([CH2:25][C:26]([O-:27])=[O:28])(=[O:29])[O:30][CH2:31][CH3:32].[Cl:1][c:2]1[cH:3][cH:4][cH:5][c:6]([C:8](=[O:9])[OH:10])[n:7]1.[Mg+:23].[O:34]1[CH2:35][CH2:36][CH2:37][CH2:38]1.[OH2:33]>>[Cl:1][c:2]1[cH:3][cH:4][cH:5][c:6]([C:8](=[O:10])[CH2:25][C:24](=[O:29])[O:30][CH2:31][CH3:32])[n:7]1. The reactants are O=C(n1ccnc1)n1ccnc1, CCOC(=O)CC(=O)[O-], O=C(O)c1cccc(Cl)n1, [Mg+], C1CCOC1, O. The product is CCOC(=O)CC(=O)c1cccc(Cl)n1. The reactants are FC=1C=C(C=CC1F)C(C)NC(C1=CC=C(C=C1)OC)C1=C(C=CC(=C1)[N+](=O)[O-])OC (N-[1-(3,4-difluorophenyl)ethyl]-N-[(2-methoxy-5-nitrophenyl)-(4-methoxyphenyl)methyl]amine), [Sn](Cl)Cl (tin (II) chloride), Cl (hydrochloric acid). The solvent is C(C)O (ethanol). The product is FC=1C=C(C=CC1F)C(C)NC(C=1C=C(C=CC1OC)N)C1=CC=C(C=C1)OC (3-{[1-(3,4-Difluorophenyl)ethylamino]-(4-methoxyphenyl)methyl}-4-methoxyphenylamine). RXN SMILES: [F:1][C:2]1[CH:3]=[C:4]([CH:9]([NH:11][CH:12]([C:21]2[CH:26]=[C:25]([N+:27]([O-])=O)[CH:24]=[CH:23][C:22]=2[O:30][CH3:31])[C:13]2[CH:18]=[CH:17][C:16]([O:19][CH3:20])=[CH:15][CH:14]=2)[CH3:10])[CH:5]=[CH:6][C:7]=1[F:8].[Sn](Cl)Cl.Cl>C(O)C>[F:1][C:2]1[CH:3]=[C:4]([CH:9]([NH:11][CH:12]([C:13]2[CH:14]=[CH:15][C:16]([O:19][CH3:20])=[CH:17][CH:18]=2)[C:21]2[CH:26]=[C:25]([NH2:27])[CH:24]=[CH:23][C:22]=2[O:30][CH3:31])[CH3:10])[CH:5]=[CH:6][C:7]=1[F:8]. Reported procedure: Following a reaction and purification procedure similar to those described in Example (57b), 2.0 g of N-[1-(3,4-difluorophenyl)ethyl]-N-[(2-methoxy-5-nitrophenyl)-(4-methoxyphenyl)methyl]amine [prepared as described in step (a) above], 3.54 g of tin (II) chloride and 40 ml of a 1:1 mixture of concentrated aqueous hydrochloric acid and ethanol were reacted, to obtain 370 mg of isomer A and 591 mg of isomer B of the title compound as yellow oils, respectively. Reaction SMILES: [C:39](=[O:40])([O-:41])[O-:42].[CH3:1][O:2][C:3]([CH:4]=[CH:5][c:6]1[c:7]([O:12][CH2:13][CH2:14][CH2:15][CH2:16][CH2:17][O:18][S:19]([CH3:20])(=[O:21])=[O:22])[cH:8][cH:9][cH:10][cH:11]1)=[O:23].[CH3:45][O:46][CH2:47][CH2:48][O:49][CH2:50][CH2:51][N:52]([CH2:53][CH2:54][O:55][CH2:56][CH2:57][O:58][CH3:59])[CH2:60][CH2:61][O:62][CH2:63][CH2:64][O:65][CH3:66].[CH3:67][c:68]1[cH:69][cH:70][cH:71][cH:72][cH:73]1.[K+:43].[K+:44].[O:24]=[C:25]1[c:26]2[cH:27][cH:28][c:29]([CH2:36][CH:37]=[CH2:38])[c:30]([OH:35])[c:31]2[CH2:32][CH2:33][CH2:34]1>>[CH3:1][O:2][C:3]([CH:4]=[CH:5][c:6]1[c:7]([O:12][CH2:13][CH2:14][CH2:15][CH2:16][CH2:17][O:18][c:30]2[c:29]([CH2:36][CH:37]=[CH2:38])[cH:28][cH:27][c:26]3[c:31]2[CH2:32][CH2:33][CH2:34][C:25]3=[O:24])[cH:8][cH:9][cH:10][cH:11]1)=[O:23]. Reactants: O=C([O-])[O-], COC(=O)C=Cc1ccccc1OCCCCCOS(C)(=O)=O, COCCOCCN(CCOCCOC)CCOCCOC, Cc1ccccc1, [K+], [K+], C=CCc1ccc2c(c1O)CCCC2=O. Product: C=CCc1ccc2c(c1OCCCCCOc1ccccc1C=CC(=O)OC)CCCC2=O. Starting materials: CN(C)c1ccc([Mg]Br)cc1 (effective_coupling_partner), FC(F)(F)Oc1ccccc1 (substrate). Reagents/catalysts: c7ccc(c6cc(c1ccccc1)n(c2ccccc2NC(c3ccccc3)P(C4CCCCC4)C5CCCCC5)n6)cc7. Run at temperature 120 celsius, time 16 hour. Product: CN(C)c2ccc(c1ccccc1)cc2. Reactants: CC=1N=C(C(=NC1C)OC)NC(OC1=CC=CC=C1)=S (Phenyl N-(5,6-dimethyl-2-methoxypyrazin-3-yl)thiocarbamate), COC=1C=C(C=C(C1)OC)N1CCNCC1 (1-(3,5-dimethoxyphenyl)piperazine), C1CCC2=NCCCN2CC1 (DBU). The solvent is O1CCCC1 (tetrahydrofuran). Reaction conditions: time 2 hour. Product: CC=1N=C(C(=NC1C)OC)NC(=S)N1CCN(CC1)C1=CC(=CC(=C1)OC)OC (1-[(5,6-Dimethyl-2-methoxypyrazin-3-yl)aminothiocarbonyl]-4-(3,5-dimethoxyphenyl)piperazine). Isolated yield 71.5%. As a reaction SMILES: [CH3:1][C:2]1[N:3]=[C:4]([NH:11][C:12](=[S:20])OC2C=CC=CC=2)[C:5]([O:9][CH3:10])=[N:6][C:7]=1[CH3:8].[CH3:21][O:22][C:23]1[CH:24]=[C:25]([N:31]2[CH2:36][CH2:35][NH:34][CH2:33][CH2:32]2)[CH:26]=[C:27]([O:29][CH3:30])[CH:28]=1.C1CCN2C(=NCCC2)CC1>O1CCCC1>[CH3:1][C:2]1[N:3]=[C:4]([NH:11][C:12]([N:34]2[CH2:33][CH2:32][N:31]([C:25]3[CH:24]=[C:23]([O:22][CH3:21])[CH:28]=[C:27]([O:29][CH3:30])[CH:26]=3)[CH2:36][CH2:35]2)=[S:20])[C:5]([O:9][CH3:10])=[N:6][C:7]=1[CH3:8]. Procedure: Phenyl N-(5,6-dimethyl-2-methoxypyrazin-3-yl)thiocarbamate (200 mg, 0.69 mmol) and 1-(3,5-dimethoxyphenyl)piperazine (154 mg, 0.69 mmol) were dissolved in anhydrous tetrahydrofuran (25 ml) and thereto DBU (105 mg, 0.69 mmol) was added. The mixture was stirred at room temperature for 2 hours, concentrated under the reduced pressure to remove the solvent and purified by column chromatography to obtain the titled compound. Reactants: N (ammonia), CC(CC(=O)O)CCC=C(CCC=C(CCC=C(CCC=C(CCC=C(CCC=C(CCC=C(CCC=C(CCC=C(C)C)C)C)C)C)C)C)C)C (3,7,11,15,19,23,27,31,35,39-decamethyl-6,10,14,18,22,26,30,34,38-tetracontanonaenic acid), N,N-dicyclohexylcarbodiimide, N (Ammonia), C1=CC=CC=C1.C(C)(=O)OCC (benzene ethyl acetate). The solvent is C(Cl)Cl (methylene chloride). Run at temperature 0 celsius, time 1 hour. Product: CC(CC(=O)N)CCC=C(CCC=C(CCC=C(CCC=C(CCC=C(CCC=C(CCC=C(CCC=C(CCC=C(C)C)C)C)C)C)C)C)C)C (3,7,11,15,19,23,27,31,35,39-decamethyl-6,10,14,18,22,26,30,34,38-tetracontanonaenic acid amide). RXN SMILES: [CH3:1][CH:2]([CH2:7][CH2:8][CH:9]=[C:10]([CH3:52])[CH2:11][CH2:12][CH:13]=[C:14]([CH3:51])[CH2:15][CH2:16][CH:17]=[C:18]([CH3:50])[CH2:19][CH2:20][CH:21]=[C:22]([CH3:49])[CH2:23][CH2:24][CH:25]=[C:26]([CH3:48])[CH2:27][CH2:28][CH:29]=[C:30]([CH3:47])[CH2:31][CH2:32][CH:33]=[C:34]([CH3:46])[CH2:35][CH2:36][CH:37]=[C:38]([CH3:45])[CH2:39][CH2:40][CH:41]=[C:42]([CH3:44])[CH3:43])[CH2:3][C:4](O)=[O:5].[NH3:53].C1C=CC=CC=1.C(OCC)(=O)C>C(Cl)Cl>[CH3:1][CH:2]([CH2:7][CH2:8][CH:9]=[C:10]([CH3:52])[CH2:11][CH2:12][CH:13]=[C:14]([CH3:51])[CH2:15][CH2:16][CH:17]=[C:18]([CH3:50])[CH2:19][CH2:20][CH:21]=[C:22]([CH3:49])[CH2:23][CH2:24][CH:25]=[C:26]([CH3:48])[CH2:27][CH2:28][CH:29]=[C:30]([CH3:47])[CH2:31][CH2:32][CH:33]=[C:34]([CH3:46])[CH2:35][CH2:36][CH:37]=[C:38]([CH3:45])[CH2:39][CH2:40][CH:41]=[C:42]([CH3:44])[CH3:43])[CH2:3][C:4]([NH2:53])=[O:5] |f:2.3|. Procedure: 20 g of 3,7,11,15,19,23,27,31,35,39-decamethyl-6,10,14,18,22,26,30,34,38-tetracontanonaenic acid are dissolved in 100 ml of methylene chloride. To this solution, 6.9 g of N,N-dicyclohexylcarbodiimide are added with cooling at 0° C., and stirred for 1.0 hour. Ammonia gas is blown little by little into this solution during an hour. Stirring for 3.0 hours is performed at room temperature after the end of addition of ammonia. Mother liquor is condensed after filtering off N,N-dicyclohexylurea formed... Reactants: C(C)OC(=O)C=1N=C(SC1)COC1=CC=C(C=C1)I (2-(4-iodo-phenoxymethyl)-thiazole-4-carboxylic acid ethyl ester), C(C)OC(=O)C=1N=C(SC1)COC1=CC=C(C=C1)I (2-(4-iodo-phenoxymethyl)-thiazole-4-carboxylic acid ethyl ester), FC1=NC=C(C=C1)B(O)O (2-fluoropyridine-5-boronic acid). The product is FC1=CC=C(C=N1)C1=CC=C(OCC=2SC=C(N2)C(=O)O)C=C1 (2-[4-(6-Fluoro-pyridin-3-yl)-phenoxymethyl]-thiazole-4-carboxylic acid). RXN SMILES: C([O:3][C:4]([C:6]1[N:7]=[C:8]([CH2:11][O:12][C:13]2[CH:18]=[CH:17][C:16](I)=[CH:15][CH:14]=2)[S:9][CH:10]=1)=[O:5])C.[F:20][C:21]1[CH:26]=[CH:25][C:24](B(O)O)=[CH:23][N:22]=1>>[F:20][C:21]1[N:22]=[CH:23][C:24]([C:16]2[CH:15]=[CH:14][C:13]([O:12][CH2:11][C:8]3[S:9][CH:10]=[C:6]([C:4]([OH:3])=[O:5])[N:7]=3)=[CH:18][CH:17]=2)=[CH:25][CH:26]=1. Procedure details: 2-[4-(6-Fluoro-pyridin-3-yl)-phenoxymethyl]-thiazole-4-carboxylic acid was prepared using the procedure described above for the preparation of Example 23 from 2-(4-iodo-phenoxymethyl)-thiazole-4-carboxylic acid ethyl ester (of Intermediate 2) and 2-fluoropyridine-5-boronic acid (available from Frontier Scientific, Inc., Logan, Utah). Mass spectrum MH+=331. The reactants are BrC=1C=C2C(=CC1)OC=1C(=NC(=CC1[C@@]21N=C(OC1)N)Cl)F ((S)-7-bromo-3-chloro-1-fluoro-5′H-spiro[chromeno[2,3-c]pyridine-5,4′ oxazol]-2′-amine), C(#N)C=1C=C(C=CC1)B(O)O (3-cyanophenylboronic acid), N1CCOCC1 (morpholine). Yields the product NC=1OC[C@]2(N1)C1=CC(=CC=C1OC=1C(=NC(=CC12)N1CCOCC1)F)C=1C=C(C#N)C=CC1 (3-((5S)-2′-amino-1-fluoro-3-(4-morpholinyl)spiro[chromeno[2,3-c]pyridine-5,4′-[1,3]oxazol]-7-yl)benzonitrile). Reaction SMILES: Br[C:2]1[CH:3]=[C:4]2[C@@:15]3([CH2:19][O:18][C:17]([NH2:20])=[N:16]3)[C:14]3[CH:13]=[C:12](Cl)[N:11]=[C:10]([F:22])[C:9]=3[O:8][C:5]2=[CH:6][CH:7]=1.[C:23]([C:25]1[CH:26]=[C:27](B(O)O)[CH:28]=[CH:29][CH:30]=1)#[N:24].[NH:34]1[CH2:39][CH2:38][O:37][CH2:36][CH2:35]1>>[NH2:20][C:17]1[O:18][CH2:19][C@:15]2([C:14]3[CH:13]=[C:12]([N:34]4[CH2:39][CH2:38][O:37][CH2:36][CH2:35]4)[N:11]=[C:10]([F:22])[C:9]=3[O:8][C:5]3[C:4]2=[CH:3][C:2]([C:29]2[CH:30]=[C:25]([CH:26]=[CH:27][CH:28]=2)[C:23]#[N:24])=[CH:7][CH:6]=3)[N:16]=1. Procedure: The titled compound was synthesized by steps analogous to those described in Method CC4 above using (S)-7-bromo-3-chloro-1-fluoro-5′H-spiro[chromeno[2,3-c]pyridine-5,4′ oxazol]-2′-amine (prepared as described in Method BB33), 3-cyanophenylboronic acid and morpholine.